From a dataset of the Open Reaction Database (ORD), a public repository of structured organic reaction records. describe an organic reaction: reactants, conditions, products, and yield The reactants are O=C([O-])[O-], COCCOC, CCOC(=O)CCCOc1cccc(CCCCCCOc2cc(C(=O)N(C)C)cc(-c3ccc(F)c(F)c3)c2)c1CCC(=O)OCC, CCOC(=O)CCCOc1cccc(CCCCCCOc2cc(Br)cc(C(=O)N(C)C)c2)c1CCC(=O)OCC, [Cs+], [Cs+], OB(O)c1ccc(F)c(O)c1. Product: CCOC(=O)CCCOc1cccc(CCCCCCOc2cc(C(=O)N(C)C)cc(-c3ccc(F)c(O)c3)c2)c1CCC(=O)OCC. As a reaction SMILES: [C:101](=[O:102])([O-:103])[O-:104].[CH2:107]([CH2:108][O:109][CH3:110])[O:111][CH3:112].[CH2:1]([CH3:2])[O:3][C:4]([CH2:5][CH2:6][CH2:7][O:8][c:9]1[c:10]([CH2:41][CH2:42][C:43](=[O:44])[O:45][CH2:46][CH3:47])[c:11]([CH2:15][CH2:16][CH2:17][CH2:18][CH2:19][CH2:20][O:21][c:22]2[cH:23][c:24](-[c:33]3[cH:34][c:35]([F:40])[c:36]([F:39])[cH:37][cH:38]3)[cH:25][c:26]([C:28]([N:29]([CH3:30])[CH3:31])=[O:32])[cH:27]2)[cH:12][cH:13][cH:14]1)=[O:48].[CH2:49]([O:51][C:50](=[O:52])[CH2:53][CH2:54][CH2:55][O:56][c:57]1[cH:58][cH:59][cH:60][c:61]([CH2:62][CH2:63][CH2:64][CH2:65][CH2:66][CH2:67][O:68][c:69]2[cH:70][c:71]([C:72](=[O:73])[N:74]([CH3:75])[CH3:76])[cH:77][c:78]([Br:79])[cH:80]2)[c:81]1[CH2:82][CH2:83][C:84]([O:85][CH2:86][CH3:87])=[O:88])[CH3:89].[Cs+:105].[Cs+:106].[F:90][c:91]1[cH:92][cH:93][c:94]([B:95]([OH:96])[OH:97])[cH:98][c:99]1[OH:100]>>[CH2:1]([CH3:2])[O:3][C:4]([CH2:5][CH2:6][CH2:7][O:8][c:9]1[c:10]([CH2:41][CH2:42][C:43](=[O:44])[O:45][CH2:46][CH3:47])[c:11]([CH2:15][CH2:16][CH2:17][CH2:18][CH2:19][CH2:20][O:21][c:22]2[cH:23][c:24](-[c:33]3[cH:34][c:35]([OH:51])[c:36]([F:39])[cH:37][cH:38]3)[cH:25][c:26]([C:28]([N:29]([CH3:30])[CH3:31])=[O:32])[cH:27]2)[cH:12][cH:13][cH:14]1)=[O:48]. The reactants are C(C1=CC=CC=C1)(=O)C=1C=NC2=C(C=CC=C2C1C=1C=C(C=O)C=CC1)C(F)(F)F (3-[3-benzoyl-8-(trifluoromethyl)quinolin-4-yl]benzaldehyde), NC1=CC=C(C=C1)CCC(=O)O (3-(4-amino-phenyl)-propionic acid). Product: C(C1=CC=CC=C1)(=O)C=1C=NC2=C(C=CC=C2C1C=1C=C(CNC2=CC=C(C=C2)CCC(=O)O)C=CC1)C(F)(F)F (3-[4-({3-[3-BENZOYL-8-(TRIFLUOROMETHYL)QUINOLIN-4-YL]BENZYL}AMINO)PHENYL]PROPANOIC ACID). As a reaction SMILES: [C:1]([C:9]1[CH:10]=[N:11][C:12]2[C:17]([C:18]=1[C:19]1[CH:20]=[C:21]([CH:24]=[CH:25][CH:26]=1)[CH:22]=O)=[CH:16][CH:15]=[CH:14][C:13]=2[C:27]([F:30])([F:29])[F:28])(=[O:8])[C:2]1[CH:7]=[CH:6][CH:5]=[CH:4][CH:3]=1.[NH2:31][C:32]1[CH:37]=[CH:36][C:35]([CH2:38][CH2:39][C:40]([OH:42])=[O:41])=[CH:34][CH:33]=1>>[C:1]([C:9]1[CH:10]=[N:11][C:12]2[C:17]([C:18]=1[C:19]1[CH:20]=[C:21]([CH:24]=[CH:25][CH:26]=1)[CH2:22][NH:31][C:32]1[CH:33]=[CH:34][C:35]([CH2:38][CH2:39][C:40]([OH:42])=[O:41])=[CH:36][CH:37]=1)=[CH:16][CH:15]=[CH:14][C:13]=2[C:27]([F:30])([F:29])[F:28])(=[O:8])[C:2]1[CH:3]=[CH:4][CH:5]=[CH:6][CH:7]=1. Procedure: The title compound was prepared from 3-[3-benzoyl-8-(trifluoromethyl)quinolin-4-yl]benzaldehyde and 3-(4-amino-phenyl)-propionic acid. MS (ES) m/z 552.9. Starting materials: O=C(c1ccccc1)c1cc(Br)ccc1NC(=O)C(F)(F)F, C=C[Sn](CCCC)(CCCC)CCCC, Cc1ccccc1, [Pd], c1ccc(P(c2ccccc2)c2ccccc2)cc1, c1ccc(P(c2ccccc2)c2ccccc2)cc1, c1ccc(P(c2ccccc2)c2ccccc2)cc1, c1ccc(P(c2ccccc2)c2ccccc2)cc1. The product is C=Cc1ccc(NC(=O)C(F)(F)F)c(C(=O)c2ccccc2)c1. Reaction SMILES: [C:1]([c:2]1[cH:3][cH:4][cH:5][cH:6][cH:7]1)(=[O:8])[c:9]1[c:10]([NH:16][C:17]([C:18]([F:19])([F:20])[F:21])=[O:22])[cH:11][cH:12][c:13]([Br:15])[cH:14]1.[CH2:23]([CH2:24][CH2:36][CH3:37])[Sn:25]([CH2:26][CH2:27][CH2:28][CH3:29])([CH2:30][CH2:31][CH2:32][CH3:33])[CH:34]=[CH2:35].[CH3:38][c:39]1[cH:40][cH:41][cH:42][cH:43][cH:44]1.[Pd:45].[c:103]1([P:104]([c:105]2[cH:106][cH:107][cH:108][cH:109][cH:110]2)[c:111]2[cH:112][cH:113][cH:114][cH:115][cH:116]2)[cH:117][cH:118][cH:119][cH:120][cH:121]1.[c:46]1([P:47]([c:48]2[cH:49][cH:50][cH:51][cH:52][cH:53]2)[c:54]2[cH:55][cH:56][cH:57][cH:58][cH:59]2)[cH:60][cH:61][cH:62][cH:63][cH:64]1.[c:65]1([P:66]([c:67]2[cH:68][cH:69][cH:70][cH:71][cH:72]2)[c:73]2[cH:74][cH:75][cH:76][cH:77][cH:78]2)[cH:79][cH:80][cH:81][cH:82][cH:83]1.[c:84]1([P:85]([c:86]2[cH:87][cH:88][cH:89][cH:90][cH:91]2)[c:92]2[cH:93][cH:94][cH:95][cH:96][cH:97]2)[cH:98][cH:99][cH:100][cH:101][cH:102]1>>[C:1]([c:2]1[cH:3][cH:4][cH:5][cH:6][cH:7]1)(=[O:8])[c:9]1[c:10]([NH:16][C:17]([C:18]([F:19])([F:20])[F:21])=[O:22])[cH:11][cH:12][c:13]([CH:23]=[CH2:24])[cH:14]1. The reactants are COC1=C(C=C(C(=O)C2CCN(CC2)C(C)=O)C=C1)C (1-(4-(4-methoxy-3-methylbenzoyl)piperidin-1-yl)ethanone). The solvent is Cl (HCl), C(C)OCC (diethyl ether). Product: COC1=C(C=C(C=C1)C(=O)C1CCNCC1)C ((4-Methoxy-3-methyl-phenyl)-piperidin-4-yl-methanone). Reaction SMILES: [CH3:1][O:2][C:3]1[CH:19]=[CH:18][C:6]([C:7]([CH:9]2[CH2:14][CH2:13][N:12](C(=O)C)[CH2:11][CH2:10]2)=[O:8])=[CH:5][C:4]=1[CH3:20]>Cl.C(OCC)C>[CH3:1][O:2][C:3]1[CH:19]=[CH:18][C:6]([C:7]([CH:9]2[CH2:14][CH2:13][NH:12][CH2:11][CH2:10]2)=[O:8])=[CH:5][C:4]=1[CH3:20]. Procedure details: A suspension of 1-(4-(4-methoxy-3-methylbenzoyl)piperidin-1-yl)ethanone (5.45 g, 19.8 mmol) in 6 N HCl (40 mL) was heated to reflux for 12 h then concentrated in vacuo to a light purple solid. The material was taken up in ˜100 mL MeOH with heating and sonication, concentrated in vacuo to ˜25 mL, added diethyl ether (˜200 mL) to form white precipitate and a purple aqueous layer. The aqueous layer was removed via a pipet and concentrated in vacuo. The suspension was decanted through filter to reco... Reactants: CCOC(=O)CC(C)=O, CCO, Cc1oc2c([N+](=O)[O-])cccc2c1CCl, [Na], O. Yields the product CCOC(=O)C(Cc1c(C)oc2c([N+](=O)[O-])cccc12)C(C)=O. RXN SMILES: [C:2]([CH2:3][C:4](=[O:5])[CH3:6])(=[O:7])[O:8][CH2:9][CH3:10].[CH3:27][CH2:28][OH:29].[Cl:11][CH2:12][c:13]1[c:14]2[c:15]([o:16][c:17]1[CH3:18])[c:19]([N+:23](=[O:24])[O-:25])[cH:20][cH:21][cH:22]2.[Na:1].[OH2:26]>>[C:2]([CH:3]([C:4](=[O:5])[CH3:6])[CH2:12][c:13]1[c:14]2[c:15]([o:16][c:17]1[CH3:18])[c:19]([N+:23](=[O:24])[O-:25])[cH:20][cH:21][cH:22]2)(=[O:7])[O:8][CH2:9][CH3:10]. Reactants: C(#N)CCNC(=O)C1=CC(OC2=C1C=C(C=C2)[N+](=O)[O-])(CF)CF (N-(2-cyanoethyl)-2,2-bis(fluoromethyl)-6-nitro-2H-1-benzopyran-4-carboxamide), [BH4-].[Na+] (sodium borohydride), O1CCCC1 (tetrahydrofuran). The solvent is CO (methyl alcohol). Reaction conditions: time 30 minute. Yields the product C(#N)CCNC(=O)C1CC(OC2=C1C=C(C=C2)[N+](=O)[O-])(CF)CF (N-(2-cyanoethyl)-2,2-bis(fluoromethyl)-3,4-dihydro-6-nitro-2H-1-benzopyran-4-carboxamide). Yield: 51.2%. Reaction SMILES: [C:1]([CH2:3][CH2:4][NH:5][C:6]([C:8]1[C:13]2[CH:14]=[C:15]([N+:18]([O-:20])=[O:19])[CH:16]=[CH:17][C:12]=2[O:11][C:10]([CH2:23][F:24])([CH2:21][F:22])[CH:9]=1)=[O:7])#[N:2].[BH4-].[Na+].O1CCCC1>CO>[C:1]([CH2:3][CH2:4][NH:5][C:6]([CH:8]1[C:13]2[CH:14]=[C:15]([N+:18]([O-:20])=[O:19])[CH:16]=[CH:17][C:12]=2[O:11][C:10]([CH2:23][F:24])([CH2:21][F:22])[CH2:9]1)=[O:7])#[N:2] |f:1.2|. Reported procedure: A mixture of 0.33 g of N-(2-cyanoethyl)-2,2-bis(fluoromethyl)-6-nitro-2H-1-benzopyran-4-carboxamide, 0.20 g of sodium borohydride, 20 ml of tetrahydrofuran and 10 ml of methyl alcohol was stirred at room temperature for 30 minutes. The reaction mixture was concentrated under reduced pressure and 2N hydrochloric acid was added therein. The resultant mixture was extracted with ethyl acetate, dried over magnesium sulfate and concentrated under reduced pressure. The obtained residue was subjected to... The reactants are FC(F)(F)c1nnc2ccc(N3CCN(c4ccc(OCCBr)cc4)CC3)nn12, N#Cc1cn[nH]c1. The product is N#Cc1cnn(CCOc2ccc(N3CCN(c4ccc5nnc(C(F)(F)F)n5n4)CC3)cc2)c1. RXN SMILES: [Br:1][CH2:2][CH2:3][O:4][c:5]1[cH:6][cH:7][c:8]([N:11]2[CH2:12][CH2:13][N:14]([c:17]3[cH:18][cH:19][c:20]4[n:21]([n:22]3)[c:23]([C:26]([F:27])([F:28])[F:29])[n:24][n:25]4)[CH2:15][CH2:16]2)[cH:9][cH:10]1.[C:30](#[N:31])[c:32]1[cH:33][n:34][nH:35][cH:36]1>>[CH2:2]([CH2:3][O:4][c:5]1[cH:6][cH:7][c:8]([N:11]2[CH2:12][CH2:13][N:14]([c:17]3[cH:18][cH:19][c:20]4[n:21]([n:22]3)[c:23]([C:26]([F:27])([F:28])[F:29])[n:24][n:25]4)[CH2:15][CH2:16]2)[cH:9][cH:10]1)[n:34]1[cH:33][c:32]([C:30]#[N:31])[cH:36][n:35]1. Reactants: C(#C)C1CCCCC1 (ethynylcyclohexane), NC1=C(C#N)C(=CC=C1)Br (2-amino-6-bromobenzonitrile). Yields the product NC1=C(C#N)C(=CC=C1)C#CC1CCCCC1 (2-amino-6-(cyclohexylethynyl)benzonitrile). Reaction SMILES: [C:1]([CH:3]1[CH2:8][CH2:7][CH2:6][CH2:5][CH2:4]1)#[CH:2].[NH2:9][C:10]1[CH:17]=[CH:16][CH:15]=[C:14](Br)[C:11]=1[C:12]#[N:13]>>[NH2:9][C:10]1[CH:17]=[CH:16][CH:15]=[C:14]([C:2]#[C:1][CH:3]2[CH2:8][CH2:7][CH2:6][CH2:5][CH2:4]2)[C:11]=1[C:12]#[N:13]. Procedure: Prepared as in Example 21c from ethynylcyclohexane and 2-amino-6-bromobenzonitrile as a brown oil (100%). 1H NMR (400 MHz, DMSO-d6) δ 1.24-1.77 (m, 10H), 2.70 (m, 1H), 6.13 (s, 2H), 6.64 (d, J=8.0 Hz, 1H), 6.74 (d, J=8.0 Hz, 1H), 7.22 (t, J=8.0 Hz, 1H). MS 225 (MH+). Starting materials: C(C)O (ethanol), CSC(=N)N1CC2=CC(=CC=C2CC1)OCC1CCN(CC1)C1=CC=NC=C1 (7-[1-(pyridin-4-yl)piperidin-4-ylmethoxy]-1,2,3,4-tetrahydroisoquinoline-2-carbothioimidic acid methyl ester), Cl.CN (methylamine hydrochloride), C(C)(=O)[O-].[Na+] (sodium acetate). Run in O (water). Run at temperature 80 celsius, time 3 hour. Yields the product Cl.Cl.CNC(=N)N1CC2=CC(=CC=C2CC1)OCC1CCN(CC1)C1=CC=NC=C1 (N-Methyl-7-[1-(Pyridin-4-yl)piperidin-4-ylmethoxy]-1,2,3,4-tetrahydroisoquinoline-2-carboxamidine Dihydrochloride). Yield: 119.4%. RXN SMILES: C(O)C.CS[C:6]([N:8]1[CH2:17][CH2:16][C:15]2[C:10](=[CH:11][C:12]([O:18][CH2:19][CH:20]3[CH2:25][CH2:24][N:23]([C:26]4[CH:31]=[CH:30][N:29]=[CH:28][CH:27]=4)[CH2:22][CH2:21]3)=[CH:13][CH:14]=2)[CH2:9]1)=[NH:7].[ClH:32].[CH3:33][NH2:34].C([O-])(=O)C.[Na+]>O>[ClH:32].[ClH:32].[CH3:33][NH:34][C:6]([N:8]1[CH2:17][CH2:16][C:15]2[C:10](=[CH:11][C:12]([O:18][CH2:19][CH:20]3[CH2:21][CH2:22][N:23]([C:26]4[CH:31]=[CH:30][N:29]=[CH:28][CH:27]=4)[CH2:24][CH2:25]3)=[CH:13][CH:14]=2)[CH2:9]1)=[NH:7] |f:2.3,4.5,7.8.9|. Procedure: To an ethanol solution (2 ml) of 7-[1-(pyridin-4-yl)piperidin-4-ylmethoxy]-1,2,3,4-tetrahydroisoquinoline-2-carbothioimidic acid methyl ester (100 mg) were added methylamine hydrochloride (20 mg) and sodium acetate (25 mg), and the mixture was stirred at 80° C. for 3 hours. After completion of the reaction, water was added and the mixture was washed with chloroform. Thereto was added aqueous sodium hydrogencarbonate solution and the mixture was washed with chloroform. To the aqueous layer was ad... Reactants: C(N)(=O)C1=C(NC=2N(C1C1=C(C=C(C=C1)Cl)Cl)C=C(N2)S(=O)(=O)O)C (6-carbamoyl-5-(2,4-dichlorophenyl)-7-methyl-5,8-dihydroimidazo[1,2-a]pyrimidine-2-sulfonic acid). Reagents/catalysts: O=[Mn]=O (MnO2), O=[Mn]=O (MnO2). Solvent: O1CCOCC1 (dioxane). Reaction conditions: temperature 80 celsius, time 48 hour. The product is C(N)(=O)C=1C(=NC=2N(C1C1=C(C=C(C=C1)Cl)Cl)C=C(N2)S(=O)(=O)O)C (6-carbamoyl-5-(2,4-dichlorophenyl)-7-methylimidazo[1,2-a]pyrimidine-2-sulfonic acid), solid. Isolated yield 90.0%. As a reaction SMILES: [C:1]([C:4]1[CH:9]([C:10]2[CH:15]=[CH:14][C:13]([Cl:16])=[CH:12][C:11]=2[Cl:17])[N:8]2[CH:18]=[C:19]([S:21]([OH:24])(=[O:23])=[O:22])[N:20]=[C:7]2[NH:6][C:5]=1[CH3:25])(=[O:3])[NH2:2]>O1CCOCC1.O=[Mn]=O>[C:1]([C:4]1[C:5]([CH3:25])=[N:6][C:7]2[N:8]([CH:18]=[C:19]([S:21]([OH:24])(=[O:23])=[O:22])[N:20]=2)[C:9]=1[C:10]1[CH:15]=[CH:14][C:13]([Cl:16])=[CH:12][C:11]=1[Cl:17])(=[O:3])[NH2:2]. Procedure details: A suspension of 6-carbamoyl-5-(2,4-dichlorophenyl)-7-methyl-5,8-dihydroimidazo[1,2-a]pyrimidine-2-sulfonic acid (90 mg, 0.23 mmol) and MnO2 (110 mg, 1.27 mmol) in dioxane (2 mL) was heated to 80° C. for 24 h. HPLC analysis indicated 50% conversion, and additional MnO2 (200 mg) was added and heating was continued for additional 48 h. After removal of catalyst and solvent, 6-carbamoyl-5-(2,4-dichlorophenyl)-7-methylimidazo[1,2-a]pyrimidine-2-sulfonic acid was obtained as a brown solid ˜90% pure (7...